describe an organic reaction: reactants, conditions, products, and yield From a dataset of the Open Reaction Database (ORD), a public repository of structured organic reaction records. Reactants: [H-].[Na+] (sodium hydride), resultant suspension, COC=1C=C(CCO)C=CC1OC (3,4-dimethoxy phenethyl alcohol), S(N)(=O)(=O)Cl (sulfamoyl chloride). Run in CN(C)C=O (DMF), CN(C)C=O (DMF). The product is S(N)(OCCC1=CC(=C(C=C1)OC)OC)(=O)=O (3,4-Dimethoxyphenethyl sulfamate). Yield: 13.5%. RXN SMILES: [CH3:1][O:2][C:3]1[CH:4]=[C:5]([CH:9]=[CH:10][C:11]=1[O:12][CH3:13])[CH2:6][CH2:7][OH:8].[H-].[Na+].[S:16](Cl)(=[O:19])(=[O:18])[NH2:17]>CN(C=O)C>[S:16](=[O:19])(=[O:18])([O:8][CH2:7][CH2:6][C:5]1[CH:9]=[CH:10][C:11]([O:12][CH3:13])=[C:3]([O:2][CH3:1])[CH:4]=1)[NH2:17] |f:1.2|. Procedure details: A mixture of 5.0 g (0.027 mole) of 3,4-dimethoxy phenethyl alcohol in 12 ml DMF was added dropwise to a suspension of sodium hydride (1.20 g, 60% in oil; 0.09 mole) in 40 ml DMF at 0°-5° C. The suspension was stirred for 20 min under argon after which sulfamoyl chloride (3.54 g, 0.03 mole) was added portionwise at 0°-5° C. After stirring for 20 min the resultant suspension was poured into ice and extracted twice with Et2O. The combined organic phases were washed with saturated brine, dried over ... Starting materials: O=C([O-])[O-], CC[N+](CC)(CC)Cc1ccccc1, [Cl-], CCn1ncc(C(=O)c2cc(C)c3c(c2Cl)C(=O)C(C)(C)CS3(=O)=O)c1O, ClCCl, [K+], [K+], O, Cc1ccc(S(=O)(=O)Cl)cc1. Reaction SMILES: [C:28](=[O:29])([O-:30])[O-:31].[CH2:47]([N+:48]([CH2:49][CH3:50])([CH2:51][CH3:52])[CH2:53][CH3:54])[c:55]1[cH:56][cH:57][cH:58][cH:59][cH:60]1.[Cl-:46].[Cl:1][c:2]1[c:3]2[c:8]([c:9]([CH3:22])[cH:10][c:11]1[C:12](=[O:13])[c:14]1[cH:15][n:16][n:17]([CH2:20][CH3:21])[c:18]1[OH:19])[S:7](=[O:23])(=[O:24])[CH2:6][C:5]([CH3:25])([CH3:26])[C:4]2=[O:27].[Cl:61][CH2:62][Cl:63].[K+:32].[K+:33].[OH2:45].[c:34]1([CH3:44])[cH:35][cH:36][c:37]([S:40](=[O:41])(=[O:42])[Cl:43])[cH:38][cH:39]1>>[Cl:1][c:2]1[c:3]2[c:8]([c:9]([CH3:22])[cH:10][c:11]1[C:12](=[O:13])[c:14]1[cH:15][n:16][n:17]([CH2:20][CH3:21])[c:18]1[O:19][S:40]([c:37]1[cH:36][cH:35][c:34]([CH3:44])[cH:39][cH:38]1)(=[O:41])=[O:42])[S:7](=[O:23])(=[O:24])[CH2:6][C:5]([CH3:25])([CH3:26])[C:4]2=[O:27]. The product is CCn1ncc(C(=O)c2cc(C)c3c(c2Cl)C(=O)C(C)(C)CS3(=O)=O)c1OS(=O)(=O)c1ccc(C)cc1. Reactants: CCOC(=O)Oc1ccccc1, CC(=O)O, [H-], N#Cc1c(N)[nH]c2ccc(Sc3ccccc3)cc12, [Na+], CN(C)C=O, O. Yields the product CCOC(=O)Nc1[nH]c2ccc(Sc3ccccc3)cc2c1C#N. RXN SMILES: [C:22]([O:23][CH2:24][CH3:25])([O:26][c:28]1[cH:29][cH:30][cH:31][cH:32][cH:33]1)=[O:27].[CH3:40][C:41](=[O:42])[OH:43].[H-:20].[NH2:1][c:2]1[nH:3][c:4]2[cH:5][cH:6][c:7]([S:13][c:14]3[cH:15][cH:16][cH:17][cH:18][cH:19]3)[cH:8][c:9]2[c:10]1[C:11]#[N:12].[Na+:21].[O:35]=[CH:36][N:37]([CH3:38])[CH3:39].[OH2:34]>>[NH:1]([c:2]1[nH:3][c:4]2[cH:5][cH:6][c:7]([S:13][c:14]3[cH:15][cH:16][cH:17][cH:18][cH:19]3)[cH:8][c:9]2[c:10]1[C:11]#[N:12])[C:22]([O:23][CH2:24][CH3:25])=[O:26]. Reaction SMILES: [CH3:17][CH2:18][OH:19].[F:1][c:2]1[c:3]([C:4](=[O:5])[OH:6])[c:7]([F:14])[cH:8][c:9]([N+:11]([O-:12])=[O:13])[cH:10]1.[H:15][H:16]>>[F:1][c:2]1[c:3]([C:4](=[O:5])[OH:6])[c:7]([F:14])[cH:8][c:9]([NH2:11])[cH:10]1. Product: Nc1cc(F)c(C(=O)O)c(F)c1. Reactants: CCO, O=C(O)c1c(F)cc([N+](=O)[O-])cc1F, [H][H].